From a dataset of the Open Reaction Database (ORD), a public repository of structured organic reaction records. describe an organic reaction: reactants, conditions, products, and yield Starting materials: COCCBr, Cc1cc(Nc2cc3cc(O)ccc3c(OC(C)C)n2)n[nH]1, [H-], [Na+], CN(C)C=O. Yields the product COCCOc1ccc2c(OC(C)C)nc(Nc3cc(C)[nH]n3)cc2c1. Reaction SMILES: [CH3:25][O:26][CH2:27][CH2:28][Br:29].[CH:3]([CH3:4])([CH3:5])[O:6][c:7]1[n:8][c:9]([NH:18][c:19]2[n:20][nH:21][c:22]([CH3:24])[cH:23]2)[cH:10][c:11]2[cH:12][c:13]([OH:17])[cH:14][cH:15][c:16]12.[H-:2].[Na+:1].[O:30]=[CH:31][N:32]([CH3:33])[CH3:34]>>[CH:3]([CH3:4])([CH3:5])[O:6][c:7]1[n:8][c:9]([NH:18][c:19]2[n:20][nH:21][c:22]([CH3:24])[cH:23]2)[cH:10][c:11]2[cH:12][c:13]([O:17][CH2:28][CH2:27][O:26][CH3:25])[cH:14][cH:15][c:16]12.